This data is from the Open Reaction Database (ORD), a public repository of structured organic reaction records. The task is: describe an organic reaction: reactants, conditions, products, and yield RXN SMILES: [CH3:22][CH2:23][OH:24].[Cl:3][c:4]1[c:5]([O:6][CH:7]([C:8](=[O:9])[O:10][CH2:11][CH3:12])[CH3:13])[cH:14][cH:15][c:16]([C:18]([F:19])([F:20])[F:21])[cH:17]1.[Na+:2].[OH-:1]>>[Cl:3][c:4]1[c:5]([O:6][CH:7]([C:8](=[O:9])[OH:10])[CH3:13])[cH:14][cH:15][c:16]([C:18]([F:19])([F:20])[F:21])[cH:17]1. Reactants: CCO, CCOC(=O)C(C)Oc1ccc(C(F)(F)F)cc1Cl, [Na+], [OH-]. Yields the product CC(Oc1ccc(C(F)(F)F)cc1Cl)C(=O)O. Reactants: O=C([O-])[O-], CCOCCCl, Cc1cc(C)c(C)c(O)c1, CN(C)C=O, CCOC(C)=O, [I-], [K+], [K+], [K+]. Yields the product CCOCCOc1cc(C)cc(C)c1C. Reaction SMILES: [C:11](=[O:12])([O-:13])[O-:14].[CH2:19]([CH3:20])[O:21][CH2:22][CH2:23][Cl:24].[CH3:1][c:2]1[cH:3][c:4]([CH3:5])[c:6]([CH3:7])[c:8]([OH:9])[cH:10]1.[CH3:25][N:26]([CH3:27])[CH:28]=[O:29].[CH3:30][CH2:31][O:32][C:33](=[O:34])[CH3:35].[I-:18].[K+:15].[K+:16].[K+:17]>>[CH3:1][c:2]1[cH:3][c:4]([CH3:5])[c:6]([CH3:7])[c:8]([O:9][CH2:23][CH2:22][O:21][CH2:19][CH3:20])[cH:10]1. The reactants are C(C)OC(CC1(CN(CC1)C(=O)OCC1=CC=CC=C1)NC(=O)NC1=CC=C(C=C1)CCCCCCCC)=O (benzyl 3-(2-ethoxy-2-oxoethyl)-3-(3-(4-octylphenyl)ureido)pyrrolidine-1-carboxylate). The reagents and catalysts are [Pd] (Pd/C). The solvent is CCO (EtOH). Reaction conditions: time 24 hour. Yields the product C(CCCCCCC)C1=CC=C(C=C1)NC(NC1(CNCC1)CC(=O)OCC)=O (Ethyl 2-(3-(3-(4-octylphenyl)ureido)pyrrolidin-3-yl)acetate). The yield is 80.1%. RXN SMILES: [CH2:1]([O:3][C:4](=[O:39])[CH2:5][C:6]1([NH:21][C:22]([NH:24][C:25]2[CH:30]=[CH:29][C:28]([CH2:31][CH2:32][CH2:33][CH2:34][CH2:35][CH2:36][CH2:37][CH3:38])=[CH:27][CH:26]=2)=[O:23])[CH2:10][CH2:9][N:8](C(OCC2C=CC=CC=2)=O)[CH2:7]1)[CH3:2]>CCO.[Pd]>[CH2:31]([C:28]1[CH:27]=[CH:26][C:25]([NH:24][C:22](=[O:23])[NH:21][C:6]2([CH2:5][C:4]([O:3][CH2:1][CH3:2])=[O:39])[CH2:10][CH2:9][NH:8][CH2:7]2)=[CH:30][CH:29]=1)[CH2:32][CH2:33][CH2:34][CH2:35][CH2:36][CH2:37][CH3:38]. Procedure: A solution of benzyl 3-(2-ethoxy-2-oxoethyl)-3-(3-(4-octylphenyl)ureido)pyrrolidine-1-carboxylate (140 mg, 0.26 mmol) in EtOH (5 mL) was purged with nitrogen and Pd/C (25 mg) was added and the flask was purged with hydrogen and stirred for 24 h. The mixture was filtered through celite and concentrated. The residue was dissolved into H2O and lyophilized to give the title compound as a white solid (84 mg, 80%). 1H NMR (400 MHz, CD3OD) δ 7.25 (d, 2H, J=7.9 Hz), 7.08 (d, 2H, J=8.1 Hz), 4.16 (q, 2H, ... Starting materials: c1ccc(CN2CCc3nc4ccccc4c(-c4ccccc4)c3C2)cc1, CC(=O)O, [Pd]. Yields the product c1ccc(-c2c3c(nc4ccccc24)CCNC3)cc1. RXN SMILES: [CH2:1]([c:2]1[cH:3][cH:4][cH:5][cH:6][cH:7]1)[N:8]1[CH2:9][c:10]2[c:11](-[c:22]3[cH:23][cH:24][cH:25][cH:26][cH:27]3)[c:12]3[c:13]([n:14][c:15]2[CH2:16][CH2:17]1)[cH:18][cH:19][cH:20][cH:21]3.[CH3:28][C:29](=[O:30])[OH:31].[Pd:32]>>[NH:8]1[CH2:9][c:10]2[c:11](-[c:22]3[cH:23][cH:24][cH:25][cH:26][cH:27]3)[c:12]3[c:13]([n:14][c:15]2[CH2:16][CH2:17]1)[cH:18][cH:19][cH:20][cH:21]3. The reactants are C(=O)(O)C=1SC(=CC1)C1=CC=C(C=C1)C(C)(C)C (2-carboxy-5-(4'-(1,1-dimethylethyl)phenyl)thiophene), [N-]=[N+]=[N-].[Na+] (sodium azide), C(C(=O)Cl)(=O)Cl (oxalyl chloride), ( H ). Reagents/catalysts: [Br-].C(CCC)[N+](CCCC)(CCCC)CCCC (tetrabutylammonium bromide), CN(C=O)C (dimethylformamide). Solvent: C(C)(=O)OCC (ethyl acetate), C(Cl)Cl (methylene chloride). The product is N(=[N+]=[N-])C(=O)C=1SC(=CC1)C1=CC=C(C=C1)C(C)(C)C (2-azidocarbonyl-5-(4'-(1,1-dimethylethyl)phenyl)thiophene). Yield: 29.1%. Reaction SMILES: [C:1]([C:4]1[S:5][C:6]([C:9]2[CH:14]=[CH:13][C:12]([C:15]([CH3:18])([CH3:17])[CH3:16])=[CH:11][CH:10]=2)=[CH:7][CH:8]=1)(O)=[O:2].C(Cl)(=O)C(Cl)=O.[N-:25]=[N+:26]=[N-:27].[Na+]>C(OCC)(=O)C.CN(C)C=O.C(Cl)Cl.[Br-].C([N+](CCCC)(CCCC)CCCC)CCC>[N:25]([C:1]([C:4]1[S:5][C:6]([C:9]2[CH:14]=[CH:13][C:12]([C:15]([CH3:18])([CH3:17])[CH3:16])=[CH:11][CH:10]=2)=[CH:7][CH:8]=1)=[O:2])=[N+:26]=[N-:27] |f:2.3,7.8|. Procedure: To a solution of 2-carboxy-5-(4'-(1,1-dimethylethyl)phenyl)thiophene (11.42 g, 0.0439 mol), which was prepared according to this method described in European Patent Application 0 259 972, in ethyl acetate (125 mL) was added three drops of dimethylformamide and then stirred at room temperature. To this reaction mixture 1.2 equivalents of oxalyl chloride (20 mL) was added over a period of 15 minutes. The reaction mixture was then stirred at room temperature for 11/2 hours. The ethyl acetate was th... Reactants: C1(=CC=C(C=C1)S(=O)(=O)OC[C@H]1COC=2C(=C3CC(NC3=C(C2)F)=O)O1)C ((R)-2-(Toluene-4-sulfonyloxymethyl)-6-fluoro-2,3,8,9-tetrahydro-7H-1,4-dioxino[2,3-e]indol-8-one), N1C=C(C2=CC=CC=C12)C1CCNCC1 (4-(1H-indol-3-yl)piperidine). The solvent is C(C)(=O)OCC.CCCCCC (ethyl acetate hexane), CS(=O)C (DMSO). Product: N1C=C(C2=CC=CC=C12)C1CCN(CC1)CC1COC=2C(=C3CC(NC3=C(C2)F)=O)O1 (2-[4-(1H-Indol-3-yl)-1-piperidinylmethyl]-6-fluoro-2,3,8,9-tetrahydro-7H-1,4-dioxino[2,3-e]indol-8-one). Reaction SMILES: C1(C)C=CC(S(O[CH2:11][C@@H:12]2[O:26][C:16]3=[C:17]4[C:21](=[C:22]([F:24])[CH:23]=[C:15]3[O:14][CH2:13]2)[NH:20][C:19](=[O:25])[CH2:18]4)(=O)=O)=CC=1.[NH:28]1[C:36]2[C:31](=[CH:32][CH:33]=[CH:34][CH:35]=2)[C:30]([CH:37]2[CH2:42][CH2:41][NH:40][CH2:39][CH2:38]2)=[CH:29]1>CS(C)=O.C(OCC)(=O)C.CCCCCC>[NH:28]1[C:36]2[C:31](=[CH:32][CH:33]=[CH:34][CH:35]=2)[C:30]([CH:37]2[CH2:42][CH2:41][N:40]([CH2:11][CH:12]3[O:26][C:16]4=[C:17]5[C:21](=[C:22]([F:24])[CH:23]=[C:15]4[O:14][CH2:13]3)[NH:20][C:19](=[O:25])[CH2:18]5)[CH2:39][CH2:38]2)=[CH:29]1 |f:3.4|. Procedure details: (R)-2-(Toluene-4-sulfonyloxymethyl)-6-fluoro-2,3,8,9-tetrahydro-7H-1,4-dioxino[2,3-e]indol-8-one (1.0 g, 2.5 mmole) and 4-(1H-indol-3-yl)piperidine (2.0 g, 10 mmole) are combined in 30 ml of dry DMSO and heated at 80°-90° C. for 4 hours under an argon atmosphere. After cooling to room temperature, the mixture is diluted with 500 ml of 1:1 ethyl acetate/hexane and washed with 250 ml of saturated aqueous sodium bicarbonate and with two 250 ml portions of water, dried over sodium sulfate, filtered ...